Task: describe an organic reaction: reactants, conditions, products, and yield. Dataset: the Open Reaction Database (ORD), a public repository of structured organic reaction records Starting materials: OC1=CC(=C(CN2N=CC3=CC(=CC=C23)C=C2C(N=C(S2)N2CCN(CC2)C)=O)C=C1)C(F)(F)F (5-[1-(4-hydroxy-2-trifluoromethyl-benzyl)-1H-indazol-5-ylmethylene]-2-(4-methyl-piperazin-1-yl)-thiazol-4-one), CCN(C(C)C)C(C)C (DIEA), CS(=O)(=O)Cl (methanesulfonyl chloride). Solvent: C(Cl)Cl (CH2Cl2). Conditions: time 1 hour. Yields the product CN1CCN(CC1)C=1SC(C(N1)=O)=CC=1C=C2C=NN(C2=CC1)CC1=C(C=C(C=C1)OS(=O)(=O)C)C(F)(F)F (Methanesulfonic acid 4-{5-[2-(4-methyl-piperazin-1-yl)-4-oxo-4H-thiazol-5-ylidenemethyl]-indazol-1-ylmethyl}-3-trifluoromethyl-phenyl ester). Reaction SMILES: [OH:1][C:2]1[CH:31]=[CH:30][C:5]([CH2:6][N:7]2[C:15]3[C:10](=[CH:11][C:12]([CH:16]=[C:17]4[S:21][C:20]([N:22]5[CH2:27][CH2:26][N:25]([CH3:28])[CH2:24][CH2:23]5)=[N:19][C:18]4=[O:29])=[CH:13][CH:14]=3)[CH:9]=[N:8]2)=[C:4]([C:32]([F:35])([F:34])[F:33])[CH:3]=1.CCN(C(C)C)C(C)C.[CH3:45][S:46](Cl)(=[O:48])=[O:47]>C(Cl)Cl>[CH3:28][N:25]1[CH2:26][CH2:27][N:22]([C:20]2[S:21][C:17](=[CH:16][C:12]3[CH:11]=[C:10]4[C:15](=[CH:14][CH:13]=3)[N:7]([CH2:6][C:5]3[CH:30]=[CH:31][C:2]([O:1][S:46]([CH3:45])(=[O:48])=[O:47])=[CH:3][C:4]=3[C:32]([F:35])([F:34])[F:33])[N:8]=[CH:9]4)[C:18](=[O:29])[N:19]=2)[CH2:23][CH2:24]1. Procedure details: To a solution of 5-[1-(4-hydroxy-2-trifluoromethyl-benzyl)-1H-indazol-5-ylmethylene]-2-(4-methyl-piperazin-1-yl)-thiazol-4-one (10 mg, 0.02 mmol) in 1 mL CH2Cl2 was added DIEA (7.7 mg, 0.06 mmol) and methanesulfonyl chloride (4 mg, 0.03 mmol). The mixture was stirred for 1 h and loaded onto a silica gel-packed column. The desired product was eluted with 0-100% gradient of CH2Cl2/EtOAc, followed by 10% MeOH/EtOAc (8.6 mg, 74%). Starting materials: [BH4-], CCCc1c(Cc2ccc(-c3ccccc3C#N)cc2)c(=O)n(C2CCC(C(=O)O)CC2)c2ncnn12, CCOC(=O)Cl, CN1CCOCC1, CO, [Cl-], [NH4+], [Na+], C1CCOC1. The product is CCCc1c(Cc2ccc(-c3ccccc3C#N)cc2)c(=O)n(C2CCC(CO)CC2)c2ncnn12. RXN SMILES: [BH4-:51].[C:1](#[N:2])[c:3]1[c:4](-[c:9]2[cH:10][cH:11][c:12]([CH2:15][c:16]3[c:17](=[O:37])[n:18]([CH:28]4[CH2:29][CH2:30][CH:31]([C:34](=[O:35])[OH:36])[CH2:32][CH2:33]4)[c:19]4[n:20]([c:21]3[CH2:22][CH2:23][CH3:24])[n:25][cH:26][n:27]4)[cH:13][cH:14]2)[cH:5][cH:6][cH:7][cH:8]1.[C:45]([Cl:46])(=[O:47])[O:48][CH2:49][CH3:50].[CH3:38][N:39]1[CH2:40][CH2:41][O:42][CH2:43][CH2:44]1.[CH3:55][OH:56].[Cl-:53].[NH4+:54].[Na+:52].[O:57]1[CH2:58][CH2:59][CH2:60][CH2:61]1>>[C:1](#[N:2])[c:3]1[c:4](-[c:9]2[cH:10][cH:11][c:12]([CH2:15][c:16]3[c:17](=[O:37])[n:18]([CH:28]4[CH2:29][CH2:30][CH:31]([CH2:34][OH:35])[CH2:32][CH2:33]4)[c:19]4[n:20]([c:21]3[CH2:22][CH2:23][CH3:24])[n:25][cH:26][n:27]4)[cH:13][cH:14]2)[cH:5][cH:6][cH:7][cH:8]1.